From a dataset of the Open Reaction Database (ORD), a public repository of structured organic reaction records. describe an organic reaction: reactants, conditions, products, and yield Reactants: COC=1C=C2C(C=C(OC2=C(C1)[N+](=O)[O-])C(=O)OC)=O (6-methoxy-2-methoxycarbonyl-8-nitrochromone). The reagents and catalysts are [C].[Pd] (palladium carbon). Run in C(C)(=O)O (acetic acid). Yields the product NC=1C=C(C=C2C(C=C(OC12)C(=O)OC)=O)OC (8-amino-6-methoxy-2-methoxycarbonylchromone). The yield is 86.9%. As a reaction SMILES: [CH3:1][O:2][C:3]1[CH:4]=[C:5]2[C:10](=[C:11]([N+:13]([O-])=O)[CH:12]=1)[O:9][C:8]([C:16]([O:18][CH3:19])=[O:17])=[CH:7][C:6]2=[O:20]>C(O)(=O)C.[C].[Pd]>[NH2:13][C:11]1[CH:12]=[C:3]([O:2][CH3:1])[CH:4]=[C:5]2[C:10]=1[O:9][C:8]([C:16]([O:18][CH3:19])=[O:17])=[CH:7][C:6]2=[O:20] |f:2.3|. Procedure: In 50 ml of acetic acid was dissolved 2.98 g (10.67 mmol) of 6-methoxy-2-methoxycarbonyl-8-nitrochromone, and the mixture was stirred at room temperature for 1.5 hour in the presence of 1.0 g of 5% palladium carbon while bubbling hydrogen gas thereinto. After completion of the reaction, the inorganic substance was filtered off, and the filtrate was concentrated under reduced pressure. The residue was dissolved in 100 ml of chloroform, and washed with an aqueous saturated sodium hydrogen carbonat... The reactants are CCC1=CC(C(=O)O)N(C(=O)CCSC(C)=O)C1, N. Yields the product CCC1=CC(C(=O)O)N(C(=O)CCS)C1. As a reaction SMILES: [C:1](=[O:2])([CH3:3])[S:4][CH2:5][CH2:6][C:7](=[O:8])[N:9]1[CH:10]([C:16](=[O:17])[OH:18])[CH:11]=[C:12]([CH2:14][CH3:15])[CH2:13]1.[NH3:19]>>[SH:4][CH2:5][CH2:6][C:7](=[O:8])[N:9]1[CH:10]([C:16](=[O:17])[OH:18])[CH:11]=[C:12]([CH2:14][CH3:15])[CH2:13]1. Reactants: FC1=C(C(=O)N)C(=CC=C1)NC=1C2=C(N=C(N1)NC1=C(C=C(C=C1)N1CCC(CC1)N1CCN(CC1)S(=O)(=O)C)OC)N(C=C2)S(=O)(=O)C2=CC=C(C=C2)C (2-fluoro-6-({2-[(2-(methyloxy)-4-{4-[4-(methylsulfonyl)-1-piperazinyl]-1-piperidinyl}phenyl)amino]-7-[(4-methylphenyl)sulfonyl]-7H-pyrrolo[2,3-d]pyrimidin-4-yl}amino)benzamide). The solvent is O1CCOCC1 (1,4-dioxane). Run at temperature 85 celsius, time 11 hour. Yields the product FC1=C(C(=O)N)C(=CC=C1)NC1=C2C(NC(=N1)NC1=C(C=C(C=C1)N1CCC(CC1)N1CCN(CC1)S(=O)(=O)C)OC)=NC=C2 (2-fluoro-6-({2-[(2-(methyloxy)-4-{4-[4-(methylsulfonyl)-1-piperazinyl]-1-piperidinyl}phenyl)amino]-1H-pyrrolo[2,3-d]pyrimidin-4-yl}amino)benzamide). The yield is 44.7%. As a reaction SMILES: [F:1][C:2]1[CH:10]=[CH:9][CH:8]=[C:7]([NH:11][C:12]2[C:13]3[CH:45]=[CH:44][N:43](S(C4C=CC(C)=CC=4)(=O)=O)[C:14]=3[N:15]=[C:16]([NH:18][C:19]3[CH:24]=[CH:23][C:22]([N:25]4[CH2:30][CH2:29][CH:28]([N:31]5[CH2:36][CH2:35][N:34]([S:37]([CH3:40])(=[O:39])=[O:38])[CH2:33][CH2:32]5)[CH2:27][CH2:26]4)=[CH:21][C:20]=3[O:41][CH3:42])[N:17]=2)[C:3]=1[C:4]([NH2:6])=[O:5]>O1CCOCC1>[F:1][C:2]1[CH:10]=[CH:9][CH:8]=[C:7]([NH:11][C:12]2[N:17]=[C:16]([NH:18][C:19]3[CH:24]=[CH:23][C:22]([N:25]4[CH2:30][CH2:29][CH:28]([N:31]5[CH2:36][CH2:35][N:34]([S:37]([CH3:40])(=[O:38])=[O:39])[CH2:33][CH2:32]5)[CH2:27][CH2:26]4)=[CH:21][C:20]=3[O:41][CH3:42])[NH:15][C:14]3=[N:43][CH:44]=[CH:45][C:13]=23)[C:3]=1[C:4]([NH2:6])=[O:5]. Procedure: A suspension of 2-fluoro-6-({2-[(2-(methyloxy)-4-{4-[4-(methylsulfonyl)-1-piperazinyl]-1-piperidinyl}phenyl)amino]-7-[(4-methylphenyl)sulfonyl]-7H-pyrrolo[2,3-d]pyrimidin-4-yl}amino)benzamide (2.78 g, 3.51 mmol) and 1,4-dioxane (100 mL) in a 200 mL sealed flask was stirred in an 85° C. bath for 11 hours. The solution was extracted with ethyl acetate (200 mL) and brine (50 mL). The organic layers were dried over MgSO4, filtered, concentrated onto Celite and purified by SiO2 column chromatography ... Reactants: NC=1C(=CC2=C(NC3=CC=CC=C23)N1)C(=O)N (2-amino-9H-pyrido[2,3-b]indole-3-carboxamide), BrN1C(CCC1=O)=O (N-bromosuccinimide), O (Water). Run in C(C)#N (acetonitrile), CN(C=O)C (N,N-dimethylformamide). Conditions: time 1 hour. The product is NC=1C(=CC2=C(NC3=CC=C(C=C23)Br)N1)C(=O)N (2-amino-6-bromo-9H-pyrido[2,3-b]indole-3-carboxamide). Yield: 43.7%. As a reaction SMILES: [NH2:1][C:2]1[C:3]([C:15]([NH2:17])=[O:16])=[CH:4][C:5]2[C:13]3[C:8](=[CH:9][CH:10]=[CH:11][CH:12]=3)[NH:7][C:6]=2[N:14]=1.[Br:18]N1C(=O)CCC1=O.O>C(#N)C.CN(C)C=O>[NH2:1][C:2]1[C:3]([C:15]([NH2:17])=[O:16])=[CH:4][C:5]2[C:13]3[C:8](=[CH:9][CH:10]=[C:11]([Br:18])[CH:12]=3)[NH:7][C:6]=2[N:14]=1. Procedure: To a solution of 2-amino-9H-pyrido[2,3-b]indole-3-carboxamide (5, 35 mg, 0.15 mmol) in acetonitrile (1 mL) and N,N-dimethylformamide (1 mL), was added N-bromosuccinimide (37 mg, 0.209 mmol) in one portion at −10° C. The mixture was warmed to room temperature and stirred for one hour. Water was added and the mixture was extracted with methylene chloride (3×20 mL). Extracts were combined, dried over sodium sulfate, filtered and concetnrated to afford the crude product which was subsequently purifi... The reactants are C(C)O (ethanol), COC=1C=CC2=C(NC(=N2)S(=O)CC2=NC=C(C(=C2C)OC)C)C1 (6-methoxy-2-[[(4-methoxy-3,5-dimethyl-2-pyridinyl)-methyl]sulfinyl]-1H-benzimidazole), COC1=CC2=C(NC(=N2)S(=O)CC2=NC=C(C(=C2C)OC)C)C=C1 (5-methoxy 2-[[(4-methoxy-3,5-dimethyl-2-pyridinyl)-methyl]sulfinyl]-1H-benzimidazole). Solvent: CN(C)C=O (DMF). Yields the product COC=1C=CC2=C(NC(=N2)[S@@](=O)CC2=NC=C(C(=C2C)OC)C)C1 ((5)6-methoxy-2-[[(4-methoxy-3,5-dimethyl-2-pyridinyl)-methyl]sulfinyl]-1H-benzimidazole). As a reaction SMILES: C(O)C.[CH3:4][O:5][C:6]1[CH:7]=[CH:8][C:9]2[N:13]=[C:12]([S:14]([CH2:16][C:17]3[C:22]([CH3:23])=[C:21]([O:24][CH3:25])[C:20]([CH3:26])=[CH:19][N:18]=3)=[O:15])[NH:11][C:10]=2[CH:27]=1>CN(C=O)C>[CH3:4][O:5][C:6]1[CH:7]=[CH:8][C:9]2[N:13]=[C:12]([S@:14]([CH2:16][C:17]3[C:22]([CH3:23])=[C:21]([O:24][CH3:25])[C:20]([CH3:26])=[CH:19][N:18]=3)=[O:15])[NH:11][C:10]=2[CH:27]=1. Procedure details: The procedure set forth in Example 2 is repeated except that ethanol is employed as a solvent in place of DMF and the resulting structure is shown by various X-ray crystal diffraction and/or Raman spectroscopy to contain between about 82 and 85 percent (w/w) of 6-methoxy-2-[[(4-methoxy-3,5-dimethyl-2-pyridinyl)-methyl]sulfinyl]-1H-benzimidazole and between about 15 and 18 percent (w/w) of 5-methoxy 2-[[(4-methoxy-3,5-dimethyl-2-pyridinyl)-methyl]sulfinyl]-1H-benzimidazole.